This data is from the Open Reaction Database (ORD), a public repository of structured organic reaction records. The task is: describe an organic reaction: reactants, conditions, products, and yield The reactants are COC1=CC=C(C=C1)NC(=O)C=1C=C(C(=O)Cl)C=CC1 (3-(4-methoxyphenylcarbamoyl)benzoyl chloride), COC1=C(C=C(C=C1)[C@H]1[C@H](CCCC1)N)OC ((−)-cis-1,2-dimethoxy-4-(2-aminocyclohexyl)benzene), COC1=C(C=C(C=C1)[C@H]1[C@H](CCCC1)N)OC ((−)-cis-1,2-dimethoxy-4-(2-aminocyclohexyl)benzene). Solvent: C(Cl)Cl (methylene chloride), C(C)N(CC)CC (triethylamine), C(Cl)Cl (methylene chloride). Conditions: time 8 hour. Yields the product COC=1C=C(C=CC1OC)[C@@H]1[C@@H](CCCC1)NC(C1=CC(C(=O)NC2=CC=C(C=C2)OC)=CC=C1)=O ((−)-cis-N-[2-(3,4-Dimethoxyphenyl)cyclohexyl]-N′-(4-methoxyphenyl)isophthalamide). RXN SMILES: [CH3:1][O:2][C:3]1[CH:8]=[CH:7][C:6]([C@@H:9]2[CH2:14][CH2:13][CH2:12][CH2:11][C@@H:10]2[NH2:15])=[CH:5][C:4]=1[O:16][CH3:17].[CH3:18][O:19][C:20]1[CH:25]=[CH:24][C:23]([NH:26][C:27]([C:29]2[CH:30]=[C:31]([CH:35]=[CH:36][CH:37]=2)[C:32](Cl)=[O:33])=[O:28])=[CH:22][CH:21]=1>C(Cl)Cl.C(N(CC)CC)C>[CH3:17][O:16][C:4]1[CH:5]=[C:6]([C@H:9]2[CH2:14][CH2:13][CH2:12][CH2:11][C@H:10]2[NH:15][C:32](=[O:33])[C:31]2[CH:35]=[CH:36][CH:37]=[C:29]([C:27]([NH:26][C:23]3[CH:22]=[CH:21][C:20]([O:19][CH3:18])=[CH:25][CH:24]=3)=[O:28])[CH:30]=2)[CH:7]=[CH:8][C:3]=1[O:2][CH3:1]. Procedure details: 4.0 g of (−)-cis-1,2-dimethoxy-4-(2-aminocyclohexyl)benzene (compound C2) are dissolved in 100 ml of methylene chloride and 5.0 ml of triethylamine. The solution is added dropwise at RT to 4.95 g of 3-(4-methoxyphenylcarbamoyl)benzoyl chloride in 50 ml of methylene chloride and the mixture is extracted with 100 ml each of water, 2N hydrochloric acid, satd. sodium hydrogencarbonate solution and water again after stirring overnight. The organic phase is dried using sodium sulfate and concentrated.... The solvent is CC(=O)C (acetone). Yield: 90.2%. Reactants: [I-].[Na+] (Sodium iodide), CS(=O)(=O)OCCCCCCC(C(F)(F)F)(F)F (1-methanesulfonyloxy-7,7,8,8,8-pentafluorooctane), O (water). Procedure details: Sodium iodide (19.62 g, 130 mmol) was added to a solution of 1-methanesulfonyloxy-7,7,8,8,8-pentafluorooctane (14 g, 47.01 mmol) in acetone (200 ml), followed by heating under reflux for 12 hours. After the reaction was completed, water was added to the reaction mixture, which was then extracted twice with ether. The combined organic layers were washed with 1% aqueous sodium thiosulfate and saturated aqueous sodium chloride, and then dried over anhydrous magnesium sulfate. The solvent was distil... RXN SMILES: [I-:1].[Na+].CS(O[CH2:8][CH2:9][CH2:10][CH2:11][CH2:12][CH2:13][C:14]([F:20])([F:19])[C:15]([F:18])([F:17])[F:16])(=O)=O.O>CC(C)=O>[I:1][CH2:8][CH2:9][CH2:10][CH2:11][CH2:12][CH2:13][C:14]([F:20])([F:19])[C:15]([F:18])([F:17])[F:16] |f:0.1|. The product is ICCCCCCC(C(F)(F)F)(F)F (1-iodo-7,7,8,8,8-pentafluorooctane). The reactants are O=C(O)CC(NC(=O)OCc1ccccc1)C(=O)O, CC(=O)[O-], COC(=O)C(N)Cc1ccccc1, CC(=O)[O-], COC(=O)C(N)Cc1ccccc1, CC(=O)[O-], [Ca+2], [Na+], O, O. The product is COC(=O)C(Cc1ccccc1)NC(=O)C(CC(=O)O)NC(=O)OCc1ccccc1. Reaction SMILES: [CH2:16]([c:17]1[cH:18][cH:19][cH:20][cH:21][cH:22]1)[O:23][C:24](=[O:25])[NH:26][CH:27]([CH2:28][C:29](=[O:30])[OH:31])[C:32](=[O:33])[OH:34].[CH3:12][C:13](=[O:14])[O-:15].[CH3:35][O:36][C:37]([CH:38]([NH2:39])[CH2:40][c:41]1[cH:42][cH:43][cH:44][cH:45][cH:46]1)=[O:47].[CH3:3][C:4](=[O:5])[O-:6].[CH3:48][O:49][C:50](=[O:51])[CH:52]([CH2:53][c:54]1[cH:55][cH:56][cH:57][cH:58][cH:59]1)[NH2:60].[CH3:7][C:8](=[O:9])[O-:10].[Ca+2:2].[Na+:11].[OH2:1].[OH2:61]>>[CH2:16]([c:17]1[cH:18][cH:19][cH:20][cH:21][cH:22]1)[O:23][C:24](=[O:25])[NH:26][CH:27]([CH2:28][C:29](=[O:30])[OH:31])[C:32](=[O:34])[NH:39][CH:38]([C:37]([O:36][CH3:35])=[O:47])[CH2:40][c:41]1[cH:42][cH:43][cH:44][cH:45][cH:46]1. Reactants: C(CCC)C=1N=C(SC1COC1=CC(=C(C(=N)NO)C=C1)C(F)(F)F)C1=CC=C(C=C1)C(F)(F)F (4-[4-butyl-2-(4-trifluoromethyl-phenyl)-thiazol-5-ylmethoxy]-N-hydroxy-2-trifluoromethyl-benzamidine), N1=CC=CC=C1 (pyridine), C1(=CC=CC=C1)OC(=O)Cl (phenylchloroformate). The solvent is ClCCl (dichloromethane). Conditions: time 1 hour. Yields the product C(CCC)C=1N=C(SC1COC1=CC(=C(C=C1)C1=NOC(N1)=O)C(F)(F)F)C1=CC=C(C=C1)C(F)(F)F (3-{4-[4-butyl-2-(4-trifluoromethyl-phenyl)-thiazol-5-ylmethoxy]-2-trifluoromethyl-phenyl}-4H-[1,2,4]oxadiazol-5-one). As a reaction SMILES: [CH2:1]([C:5]1[N:6]=[C:7]([C:26]2[CH:31]=[CH:30][C:29]([C:32]([F:35])([F:34])[F:33])=[CH:28][CH:27]=2)[S:8][C:9]=1[CH2:10][O:11][C:12]1[CH:21]=[CH:20][C:15]([C:16]([NH:18][OH:19])=[NH:17])=[C:14]([C:22]([F:25])([F:24])[F:23])[CH:13]=1)[CH2:2][CH2:3][CH3:4].N1C=CC=CC=1.[C:42]1([O:48]C(Cl)=O)C=CC=CC=1>ClCCl>[CH2:1]([C:5]1[N:6]=[C:7]([C:26]2[CH:27]=[CH:28][C:29]([C:32]([F:35])([F:34])[F:33])=[CH:30][CH:31]=2)[S:8][C:9]=1[CH2:10][O:11][C:12]1[CH:21]=[CH:20][C:15]([C:16]2[NH:17][C:42](=[O:48])[O:19][N:18]=2)=[C:14]([C:22]([F:25])([F:24])[F:23])[CH:13]=1)[CH2:2][CH2:3][CH3:4]. Procedure details: To a solution of 89.3 mg of 4-[4-butyl-2-(4-trifluoromethyl-phenyl)-thiazol-5-ylmethoxy]-N-hydroxy-2-trifluoromethyl-benzamidine in 2 ml of anhydrous dichloromethane were added 92 μl pyridine followed by 21.6 μl phenylchloroformate dropwise. The resulting mixture was stirred at room temperature for 1 h. The solvent was removed in vacuo. To a solution of the resulting residue in 2.5 ml of acetonitrile was added 88 μl of 1,8-diazabicyclo[5.4.0]undec-7-ene. The mixture was stirred under microwave h... Starting materials: COc1cc(N)ccc1N(C)C, CO, [N-]=[N+]=Nc1c(F)c(F)c(S(=O)(=O)Cl)c(F)c1F. Yields the product COc1cc(NS(=O)(=O)c2c(F)c(F)c(N=[N+]=[N-])c(F)c2F)ccc1N(C)C. As a reaction SMILES: [CH3:1][N:2]([c:3]1[c:4]([O:10][CH3:11])[cH:5][c:6]([NH2:7])[cH:8][cH:9]1)[CH3:12].[CH3:30][OH:31].[N:13](=[N+:14]=[N-:15])[c:16]1[c:17]([F:29])[c:18]([F:28])[c:19]([S:24](=[O:25])(=[O:26])[Cl:27])[c:20]([F:23])[c:21]1[F:22]>>[CH3:1][N:2]([c:3]1[c:4]([O:10][CH3:11])[cH:5][c:6]([NH:7][S:24]([c:19]2[c:18]([F:28])[c:17]([F:29])[c:16]([N:13]=[N+:14]=[N-:15])[c:21]([F:22])[c:20]2[F:23])(=[O:25])=[O:26])[cH:8][cH:9]1)[CH3:12]. Starting materials: CS(=O)(=O)OC1CCC2(CC1)OC(=O)c1ccccc12, [N-]=[N+]=[N-], [Na+], CN(C)C=O. Yields the product [N-]=[N+]=NC1CCC2(CC1)OC(=O)c1ccccc12. Reaction SMILES: [CH3:1][S:2]([O:3][CH:6]1[CH2:7][CH2:8][C:9]2([O:10][C:11](=[O:18])[c:12]3[c:13]2[cH:14][cH:15][cH:16][cH:17]3)[CH2:19][CH2:20]1)(=[O:4])=[O:5].[N-:22]=[N+:23]=[N-:24].[Na+:21].[O:25]=[CH:26][N:27]([CH3:28])[CH3:29]>>[CH:6]1([N:22]=[N+:23]=[N-:24])[CH2:7][CH2:8][C:9]2([O:10][C:11](=[O:18])[c:12]3[c:13]2[cH:14][cH:15][cH:16][cH:17]3)[CH2:19][CH2:20]1. The reactants are BrC1=CC2=C(C(=NC=3C=CNC(C23)=O)C(C)C)C=C1 (9-bromo-6-isopropylbenzo[c]-1,6-naphthyridin-1(2H)-one), C(C)(C)(C)[PH+](C(C)(C)C)C(C)(C)C.[H+].[B-](F)(F)(F)F (tri-(t-butyl)phosphonium HBF4), O (water), O1CCOCC1 (dioxane), C1CCC2=NCCCN2CC1 (DBU). The reagents and catalysts are [C-]#[O+].[C-]#[O+].[C-]#[O+].[C-]#[O+].[C-]#[O+].[C-]#[O+].[Mo] (molybdenum hexacarbonyl), CC1=CC=CC=C1P(C2=CC=CC=C2C)C3=CC=CC=C3[CH2-].CC1=CC=CC=C1P(C2=CC=CC=C2C)C3=CC=CC=C3[CH2-].CC(=O)O.CC(=O)O.[Pd].[Pd] (trans-di-mu-acetatobis[2-(di-o-tolylphosphino)benzyl]dipalladium(II)). Reaction conditions: temperature 100 celsius. The product is C(C)(C)C1=NC=2C=CNC(C2C2=C1C=CC(=C2)C(=O)O)=O (6-isopropyl-1-oxo-1,2-dihydrobenzo[c]-1,6-naphthyridine-9-carboxylic acid). RXN SMILES: Br[C:2]1[CH:19]=[CH:18][C:5]2[C:6]([CH:15]([CH3:17])[CH3:16])=[N:7][C:8]3[CH:9]=[CH:10][NH:11][C:12](=[O:14])[C:13]=3[C:4]=2[CH:3]=1.C([PH+](C(C)(C)C)C(C)(C)C)(C)(C)C.[H+].[B-](F)(F)(F)F.C1CCN2C(=NCCC2)CC1.[OH2:50].[O:51]1[CH2:56]COCC1>[C-]#[O+].[C-]#[O+].[C-]#[O+].[C-]#[O+].[C-]#[O+].[C-]#[O+].[Mo].CC1C(P(C2C([CH2-])=CC=CC=2)C2C(C)=CC=CC=2)=CC=CC=1.CC1C(P(C2C([CH2-])=CC=CC=2)C2C(C)=CC=CC=2)=CC=CC=1.CC(O)=O.CC(O)=O.[Pd].[Pd]>[CH:15]([C:6]1[C:5]2[CH:18]=[CH:19][C:2]([C:56]([OH:51])=[O:50])=[CH:3][C:4]=2[C:13]2[C:12](=[O:14])[NH:11][CH:10]=[CH:9][C:8]=2[N:7]=1)([CH3:17])[CH3:16] |f:1.2.3,7.8.9.10.11.12.13,14.15.16.17.18.19|. Procedure: 9-bromo-6-isopropylbenzo[c]-1,6-naphthyridin-1(2H)-one (200 mg, 0.631 mmol), molybdenum hexacarbonyl (166 mg, 0.631 mmol), trans-di-mu-acetatobis[2-(di-o-tolylphosphino)benzyl]dipalladium(II) (29.6 mg, 0.0320 mmol), and tri-(t-butyl)phosphonium HBF4 salt (18.3 mg, 0.0630 mmol) were added to a vial, followed by dioxane (2 ml), DBU (0.38 ml, 2.52 mmol) and water (0.114 mL, 6.31 mmol). The resulting suspension was purged with argon (subsurface bubbling) for 5 min, the heated at 100° C. for 18 hr. T...